From a dataset of the Open Reaction Database (ORD), a public repository of structured organic reaction records. describe an organic reaction: reactants, conditions, products, and yield Reactants: CCOC(=O)c1cn2cc(-c3cnc(N(C(=O)OC(C)(C)C)C(C)C)s3)cc(-c3ccccc3)c2n1, C1CCOC1, CO, [Na+], [OH-]. The product is CC(C)N(C(=O)OC(C)(C)C)c1ncc(-c2cc(-c3ccccc3)c3nc(C(=O)O)cn3c2)s1. RXN SMILES: [C:1]([CH3:2])([CH3:3])([CH3:4])[O:5][C:6](=[O:7])[N:8]([c:9]1[s:10][c:11](-[c:14]2[cH:15][c:16](-[c:28]3[cH:29][cH:30][cH:31][cH:32][cH:33]3)[c:17]3[n:18]([cH:19]2)[cH:20][c:21]([C:23](=[O:24])[O:25][CH2:26][CH3:27])[n:22]3)[cH:12][n:13]1)[CH:34]([CH3:35])[CH3:36].[CH2:39]1[O:40][CH2:41][CH2:42][CH2:43]1.[CH3:44][OH:45].[Na+:38].[OH-:37]>>[C:1]([CH3:2])([CH3:3])([CH3:4])[O:5][C:6](=[O:7])[N:8]([c:9]1[s:10][c:11](-[c:14]2[cH:15][c:16](-[c:28]3[cH:29][cH:30][cH:31][cH:32][cH:33]3)[c:17]3[n:18]([cH:19]2)[cH:20][c:21]([C:23](=[O:24])[OH:25])[n:22]3)[cH:12][n:13]1)[CH:34]([CH3:35])[CH3:36]. The product is O1C(=NC2=C1C=CC=C2)C2=CC1=C(N(C(=N1)C=1C=NC=CC1)C1CCOCC1)C=C2 (5-(benzoxazol-2-yl)-2-(3-pyridyl)-1-(tetrahydropyran-4-yl)benzimidazole). As a reaction SMILES: [O:1]1[C:5]2[CH:6]=[CH:7][CH:8]=[CH:9][C:4]=2[N:3]=[C:2]1[C:10]1[CH:11]=[CH:12][C:13]([NH:17][CH:18]2[CH2:23][CH2:22][O:21][CH2:20][CH2:19]2)=[C:14]([CH:16]=1)[NH2:15].[N:24]1[CH:29]=[CH:28][CH:27]=[C:26]([CH:30]=O)[CH:25]=1.OOS([O-])=O.[K+].C(=O)([O-])[O-].[K+].[K+]>CN(C=O)C.O>[O:1]1[C:5]2[CH:6]=[CH:7][CH:8]=[CH:9][C:4]=2[N:3]=[C:2]1[C:10]1[CH:11]=[CH:12][C:13]2[N:17]([CH:18]3[CH2:23][CH2:22][O:21][CH2:20][CH2:19]3)[C:30]([C:26]3[CH:25]=[N:24][CH:29]=[CH:28][CH:27]=3)=[N:15][C:14]=2[CH:16]=1 |f:2.3,4.5.6|. Conditions: time 2.5 hour. Reported procedure: 5-(Benzoxazol-2-yl)-2-(tetrahydropyran-4-yl)aminoaniline (see Working Example 20-2) (0.15 g, 0.484 mmol) was dissolved in DMF (3 mL) and water (0.1 mL), 3-pyridinecarboxaldehyde (0.06 g, 0.561 mmol) was added followed by oxone (0.19 g, 0.310 mmol), and this was stirred at room temperature for 2.5 hours. Aqueous potassium carbonate solution (0.09 g/15 mL) was added to the reaction solution. This was extracted with chloroform, washed with water, and after drying over magnesium sulfate, this was co... Solvent: CN(C)C=O (DMF), O (water). The yield is 49.5%. The reactants are C([O-])([O-])=O.[K+].[K+] (potassium carbonate), O1C(=NC2=C1C=CC=C2)C=2C=CC(=C(N)C2)NC2CCOCC2 (5-(benzoxazol-2-yl)-2-(tetrahydropyran-4-yl)aminoaniline), OOS(=O)[O-].[K+] (oxone), N1=CC(=CC=C1)C=O (3-pyridinecarboxaldehyde). Reactants: COc1ccc(CNC(C)C)cc1, CO, COc1ccc(CN(c2cc(Cl)nn3c(C#N)cnc23)C2CC2)cc1. The product is COc1ccc(CN(c2cc(Cl)nn3c(C#N)cnc23)C(C)C)cc1. RXN SMILES: [CH3:1][O:2][c:3]1[cH:4][cH:5][c:6]([CH2:7][NH:8][CH:9]([CH3:10])[CH3:11])[cH:12][cH:13]1.[CH3:39][OH:40].[Cl:14][c:15]1[cH:16][c:17]([N:26]([CH2:27][c:28]2[cH:29][cH:30][c:31]([O:34][CH3:35])[cH:32][cH:33]2)[CH:36]2[CH2:37][CH2:38]2)[c:18]2[n:19]([n:20]1)[c:21]([C:24]#[N:25])[cH:22][n:23]2>>[Cl:14][c:15]1[cH:16][c:17]([N:26]([CH2:27][c:28]2[cH:29][cH:30][c:31]([O:34][CH3:35])[cH:32][cH:33]2)[CH:36]([CH3:37])[CH3:38])[c:18]2[n:19]([n:20]1)[c:21]([C:24]#[N:25])[cH:22][n:23]2. The product is ClC1=C(C=C(C=C1NC1=NN2C(C(=N1)NCC)=NC=C2C#N)C#N)N2C[C@H]([C@@H](CC2)NC(OC)=O)O (methyl ((3R,4R)-1-(2-chloro-5-cyano-3-((7-cyano-4-(ethylamino)imidazo[2,1-f][1,2,4]triazin-2-yl)amino)phenyl)-3-hydroxypiperidin-4-yl)carbamate). The solvent is O1CCCC1 (tetrahydrofuran), C1CCOC1 (THF). Reaction conditions: time 8 hour. As a reaction SMILES: [Si]([O:8][C@H:9]1[C@H:14]([NH:15][C:16](=[O:19])[O:17][CH3:18])[CH2:13][CH2:12][N:11]([C:20]2[CH:25]=[C:24]([C:26]#[N:27])[CH:23]=[C:22]([NH:28][C:29]3[N:34]=[C:33]([N:35](CC)[CH2:36][C:37]4C=CC(OC)=CC=4)[C:32]4=[N:47][CH:48]=[C:49]([C:50]#[N:51])[N:31]4[N:30]=3)[C:21]=2[Cl:52])[CH2:10]1)(C(C)(C)C)(C)C.CCCC[N+](CCCC)(CCCC)CCCC.[F-]>O1CCCC1>[Cl:52][C:21]1[C:22]([NH:28][C:29]2[N:34]=[C:33]([NH:35][CH2:36][CH3:37])[C:32]3=[N:47][CH:48]=[C:49]([C:50]#[N:51])[N:31]3[N:30]=2)=[CH:23][C:24]([C:26]#[N:27])=[CH:25][C:20]=1[N:11]1[CH2:12][CH2:13][C@@H:14]([NH:15][C:16](=[O:19])[O:17][CH3:18])[C@H:9]([OH:8])[CH2:10]1 |f:1.2|. Procedure: methyl ((3R,4R)-3-((tert-butyldimethylsilyl)oxy)-1-(2-chloro-5-cyano-3-((7-cyano-4-(ethyl(4-methoxybenzyl)amino)imidazo[2,1-f][1,2,4]triazin-2-yl)amino)phenyl)piperidin-4-yl)carbamate (140 mg, 0.188 mmol) was dissolved into tetrahydrofuran (2 mL). TBAF 1M in THF (0.244 mL, 0.244 mmol) was added. The mixture was stirred at room temperature overnight. The mixture was concentrated to dryness, then diluted with EtOAc (50 ml) and washed with sat. NaHCO3. The water layer was extracted with 20 ml EtOAc... Starting materials: [Si](C)(C)(C(C)(C)C)O[C@@H]1CN(CC[C@H]1NC(OC)=O)C1=C(C(=CC(=C1)C#N)NC1=NN2C(C(=N1)N(CC1=CC=C(C=C1)OC)CC)=NC=C2C#N)Cl (methyl ((3R,4R)-3-((tert-butyldimethylsilyl)oxy)-1-(2-chloro-5-cyano-3-((7-cyano-4-(ethyl(4-methoxybenzyl)amino)imidazo[2,1-f][1,2,4]triazin-2-yl)amino)phenyl)piperidin-4-yl)carbamate), CCCC[N+](CCCC)(CCCC)CCCC.[F-] (TBAF). The yield is 133.3%.